Dataset: the Open Reaction Database (ORD), a public repository of structured organic reaction records. Task: describe an organic reaction: reactants, conditions, products, and yield Reactants: Nc1c(F)cccc1OCc1ccccc1, CO. The product is Nc1c(O)cccc1F. As a reaction SMILES: [CH2:1]([c:2]1[cH:3][cH:4][cH:5][cH:6][cH:7]1)[O:8][c:9]1[c:10]([NH2:11])[c:12]([F:16])[cH:13][cH:14][cH:15]1.[CH3:17][OH:18]>>[OH:8][c:9]1[c:10]([NH2:11])[c:12]([F:16])[cH:13][cH:14][cH:15]1. The reactants are [H-].[Na+] (sodium hydride), oil, COC=1C=CC(=C(C1)C(O)(C1=CC=CC=C1)C)O (5-methoxy-2-hydroxy-α-methyl-α-phenyl-benzene-methanol), ClC(C(=O)O)Cl (dichloroacetic acid). Solvent: O1CCOCC1 (dioxane), O1CCOCC1 (dioxane), O1CCOCC1 (dioxane). Run at temperature 90 celsius. The product is COC1=CC2=C(OC(OC2(C2=CC=CC=C2)C)C(=O)O)C=C1 (6-methoxy-4-methyl-4-phenyl-[4H]-1,3-benzodioxin-2-carboxylic acid). The yield is 112.7%. As a reaction SMILES: Cl[CH:2](Cl)[C:3]([OH:5])=[O:4].[H-].[Na+].[CH3:9][O:10][C:11]1[CH:12]=[CH:13][C:14]([OH:26])=[C:15]([C:17]([CH3:25])([C:19]2[CH:24]=[CH:23][CH:22]=[CH:21][CH:20]=2)[OH:18])[CH:16]=1>O1CCOCC1>[CH3:9][O:10][C:11]1[CH:12]=[CH:13][C:14]2[O:26][CH:2]([C:3]([OH:5])=[O:4])[O:18][C:17]([CH3:25])([C:19]3[CH:20]=[CH:21][CH:22]=[CH:23][CH:24]=3)[C:15]=2[CH:16]=1 |f:1.2|. Procedure details: A solution of 17 g of dichloroacetic acid in 180 ml of dioxane was added dropwise with stirring to a suspension of 14.9 g of sodium hydride as 50% oil suspension, 1.1 g of dibenzo-18-courone-6 and 160 ml of dioxane and then a solution of 21.5 g of the product of Step A in 220 ml of dioxane was added. The reaction mixture was heated at 90° C. for 3 hours, was cooled and was poured into ice. The aqueous phase was washed with 300 ml of ether, was acidified with 30 ml of concentrated hydrochloric ac... Starting materials: Clc1ccc(Br)cc1CBr, O=C([O-])[O-], CCO, [K+], [K+], Oc1ccccc1. Yields the product Clc1ccc(Br)cc1COc1ccccc1. As a reaction SMILES: [Br:14][c:15]1[cH:16][c:17]([CH2:22][Br:23])[c:18]([Cl:21])[cH:19][cH:20]1.[C:8](=[O:9])([O-:10])[O-:11].[CH3:24][CH2:25][OH:26].[K+:12].[K+:13].[OH:1][c:2]1[cH:3][cH:4][cH:5][cH:6][cH:7]1>>[O:1]([c:2]1[cH:3][cH:4][cH:5][cH:6][cH:7]1)[CH2:22][c:17]1[cH:16][c:15]([Br:14])[cH:20][cH:19][c:18]1[Cl:21]. Reactants: C(C1=CC=CC=C1)N1C[C@@H]2N(C(C=3C(=CC(=C(C3C2)O)Br)C)=O)CC1 ((R)-2-benzyl-7-methyl-9-bromo-10-hydroxy-1,2,3,4,11,11a-hexahydro-pyrazino[1,2-b]isoquinolin-6-one), C1(=CC=CC=C1)C (toluene). The reagents and catalysts are C1=CC=C(C=C1)P([C-]2C=CC=C2)C3=CC=CC=C3.C1=CC=C(C=C1)P([C-]2C=CC=C2)C3=CC=CC=C3.Cl[Pd]Cl.[Fe+2] (Pd(dppf)Cl2). The solvent is O1CCOCC1 (dioxane), C(C)[Zn]CC (diethyl zinc). Product: C(C1=CC=CC=C1)N1C[C@@H]2N(C(C=3C(=CC(=C(C3C2)O)CC)C)=O)CC1 ((R)-2-benzyl-7-methyl-9-ethyl-10-hydroxy-1,2,3,4,11,11a-hexahydro-pyrazino[1,2-b]isoquinolin-6-one). As a reaction SMILES: [CH2:1]([N:8]1[CH2:25][CH2:24][N:11]2[C:12](=[O:23])[C:13]3[C:14]([CH3:22])=[CH:15][C:16](Br)=[C:17]([OH:20])[C:18]=3[CH2:19][C@@H:10]2[CH2:9]1)[C:2]1[CH:7]=[CH:6][CH:5]=[CH:4][CH:3]=1.[C:26]1(C)C=CC=C[CH:27]=1>O1CCOCC1.C([Zn]CC)C.C1C=CC(P(C2C=CC=CC=2)[C-]2C=CC=C2)=CC=1.C1C=CC(P(C2C=CC=CC=2)[C-]2C=CC=C2)=CC=1.Cl[Pd]Cl.[Fe+2]>[CH2:1]([N:8]1[CH2:25][CH2:24][N:11]2[C:12](=[O:23])[C:13]3[C:14]([CH3:22])=[CH:15][C:16]([CH2:26][CH3:27])=[C:17]([OH:20])[C:18]=3[CH2:19][C@@H:10]2[CH2:9]1)[C:2]1[CH:7]=[CH:6][CH:5]=[CH:4][CH:3]=1 |f:4.5.6.7|. Procedure details: To a degassed mixture of (R)-2-benzyl-7-methyl-9-bromo-10-hydroxy-1,2,3,4,11,11a-hexahydro-pyrazino[1,2-b]isoquinolin-6-one (45 mg, 0.11 mmol) and Pd(dppf)Cl2 (0.12 g, 0.14 mmol) in dioxane (1.25 mL), 1.1M diethyl zinc in toluene (0.21 mL, 0.22 mmol) was slowly added at 0° C. and heated at reflux for 1 h to give dark brownish reaction mixture. The mixture was then cooled RT and quenched with methanol (10 mL) and filtered off the precipitate and rinsed with more methanol (20 mL). Filtrate was con... Starting materials: C(C1=CC=CC=C1)OC1=C2CCCCC2=CC=C1 (5-benzyloxy-1,2,3,4-tetrahydro-naphthalene), COC(Cl)Cl (dichloromethyl methyl ether). Reagents/catalysts: [Ti](Cl)(Cl)(Cl)Cl (titanium tetrachloride). Yields the product C(C1=CC=CC=C1)OC1=CC=C(C=2CCCCC12)C=O (4-benzyloxy-5,6,7,8-tetrahydro-naphthalene-1-carbaldehyde). RXN SMILES: [CH2:1]([O:8][C:9]1[CH:18]=[CH:17][CH:16]=[C:15]2[C:10]=1[CH2:11][CH2:12][CH2:13][CH2:14]2)[C:2]1[CH:7]=[CH:6][CH:5]=[CH:4][CH:3]=1.[CH3:19][O:20]C(Cl)Cl>[Ti](Cl)(Cl)(Cl)Cl>[CH2:1]([O:8][C:9]1[C:10]2[CH2:11][CH2:12][CH2:13][CH2:14][C:15]=2[C:16]([CH:19]=[O:20])=[CH:17][CH:18]=1)[C:2]1[CH:3]=[CH:4][CH:5]=[CH:6][CH:7]=1. Procedure: In analogy to the procedure described in examples 91 b], 5-benzyloxy-1,2,3,4-tetrahydro-naphthalene [J . Org. Chem. (2001), 66(5), 1775-1780] was treated with dichloromethyl methyl ether and titanium tetrachloride to give 4-benzyloxy-5,6,7,8-tetrahydro-naphthalene-1-carbaldehyde as yellow solid. Starting materials: C1CCC2=NCCCN2CC1 (DBU), C(C)(=O)O[C@H]1[C@@H](O[C@H]([C@@H]([C@H]1OC(C)=O)OC(C)=O)C)O[C@H]1[C@H]([C@](O)(O[C@H]([C@@H]1O)C)[C@@H]1[C@H](OCC2=CC=CC=C2)[C@@H](OCC2=CC=CC=C2)[C@H](OCC2=CC=CC=C2)[C@H](O1)COCC1=CC=CC=C1)OC(C1=CC=CC=C1)=O ((2,3,4-Tri-O-acetyl-α-L-rhamnopyranosyl)-(1→3)-[(2,3,4,6-tetra-O-benzyl-α-D-glucopyranosyl)-(1→4)]-2-O-benzoyl-α-L-rhamnopyranose), ClC(C#N)(Cl)Cl (trichloroacetonitrile). The solvent is C(Cl)Cl (DCM). Reaction conditions: temperature 0 celsius, time 30 minute. Yields the product crude material, ClC(C(O)=N)(Cl)Cl.C(C)(=O)O[C@H]1[C@@H](O[C@H]([C@@H]([C@H]1OC(C)=O)OC(C)=O)C)O[C@H]1[C@H]([C@](O)(O[C@H]([C@@H]1O)C)[C@@H]1[C@H](OCC2=CC=CC=C2)[C@@H](OCC2=CC=CC=C2)[C@H](OCC2=CC=CC=C2)[C@H](O1)COCC1=CC=CC=C1)OC(C1=CC=CC=C1)=O ((2,3,4-Tri-O-acetyl-α-L-rhamnopyranosyl)-(1→3)-[(2,3,4,6-tetra-O-benzyl-α-D-glucopyranosyl)-(1→4)]-2-O-benzoyl-α-L-rhamnopyranose trichloroacetimidate). Isolated yield 90.0%. As a reaction SMILES: C1CCN2C(=NCCC2)CC1.[C:12]([O:15][C@@H:16]1[C@H:21]([O:22][C:23](=[O:25])[CH3:24])[C@@H:20]([O:26][C:27](=[O:29])[CH3:28])[C@H:19]([CH3:30])[O:18][C@H:17]1[O:31][C@@H:32]1[C@@H:38]([OH:39])[C@H:37]([CH3:40])[O:36][C@@:34]([C@H:41]2[O:70][C@H:69]([CH2:71][O:72][CH2:73][C:74]3[CH:79]=[CH:78][CH:77]=[CH:76][CH:75]=3)[C@@H:60]([O:61][CH2:62][C:63]3[CH:68]=[CH:67][CH:66]=[CH:65][CH:64]=3)[C@H:51]([O:52][CH2:53][C:54]3[CH:59]=[CH:58][CH:57]=[CH:56][CH:55]=3)[C@H:42]2[O:43][CH2:44][C:45]2[CH:50]=[CH:49][CH:48]=[CH:47][CH:46]=2)([OH:35])[C@@H:33]1[O:80][C:81](=[O:88])[C:82]1[CH:87]=[CH:86][CH:85]=[CH:84][CH:83]=1)(=[O:14])[CH3:13].[Cl:89][C:90]([Cl:94])([Cl:93])[C:91]#[N:92]>C(Cl)Cl>[Cl:89][C:90]([Cl:94])([Cl:93])[C:91](=[NH:92])[OH:14].[C:12]([O:15][C@@H:16]1[C@H:21]([O:22][C:23](=[O:25])[CH3:24])[C@@H:20]([O:26][C:27](=[O:29])[CH3:28])[C@H:19]([CH3:30])[O:18][C@H:17]1[O:31][C@@H:32]1[C@@H:38]([OH:39])[C@H:37]([CH3:40])[O:36][C@@:34]([C@H:41]2[O:70][C@H:69]([CH2:71][O:72][CH2:73][C:74]3[CH:75]=[CH:76][CH:77]=[CH:78][CH:79]=3)[C@@H:60]([O:61][CH2:62][C:63]3[CH:68]=[CH:67][CH:66]=[CH:65][CH:64]=3)[C@H:51]([O:52][CH2:53][C:54]3[CH:59]=[CH:58][CH:57]=[CH:56][CH:55]=3)[C@H:42]2[O:43][CH2:44][C:45]2[CH:46]=[CH:47][CH:48]=[CH:49][CH:50]=2)([OH:35])[C@@H:33]1[O:80][C:81](=[O:88])[C:82]1[CH:87]=[CH:86][CH:85]=[CH:84][CH:83]=1)(=[O:14])[CH3:13] |f:4.5|. Procedure: DBU (100 μL) was added at 0° C. to a solution of the hemiacetal 522 (3.8 g, 3.58 mmol) in DCM (40 mL) containing trichloroacetonitrile (4 mL). The mixture was stirred for 30 min at 0° C., and volatiles were evaporated. Flash chromatography (solvent B, 7:3+0.2% Et3N) of the crude material gave the donor 505 (3.9 g, 90%) as a while solid; 1H NMR (α anomer): δ 8.75 (s, 1H, NH), 8.13-7.12 (m, 25H, Ph), 6.40 (d, 1H, J1,2=2.4 Hz, H-1C), 5.54 (br s, 1H, H-2B), 5.49 (dd, 1H, J2,3=2.9 Hz, H-2C), 5.26 (d,... Reactants: OC1=CC(=NN1C)C(F)(F)F (5-hydroxy-1-methyl-3-trifluoromethyl-1H-pyrazole), P(=O)(Cl)(Cl)Cl (phosphorus oxychloride), CN(C)C=O (N,N-dimethylformaldehyde), O (water). Conditions: time 1 hour. Product: OC1=C(C(=NN1C)C(F)(F)F)C=O (5-hydroxy-1-methyl-3-trifluoromethyl-1H-pyrazole-4-carbaldehyde). Yield: 23.2%. As a reaction SMILES: [OH:1][C:2]1[N:6]([CH3:7])[N:5]=[C:4]([C:8]([F:11])([F:10])[F:9])[CH:3]=1.P(Cl)(Cl)(Cl)=O.O.CN([CH:21]=[O:22])C>>[OH:1][C:2]1[N:6]([CH3:7])[N:5]=[C:4]([C:8]([F:11])([F:10])[F:9])[C:3]=1[CH:21]=[O:22]. Procedure details: Into 16.6 g (100.0 mmol) of 5-hydroxy-1-methyl-3-trifluoromethyl-1H-pyrazole in 15.4 g of N,N-dimethylformaldehyde was added 16.2 g (105.0 mmol) of phosphorus oxychloride at 0° C., followed by 1 hour of stirring at room temperature. Furthermore, the whole was stirred at 100° C. for 1 hour. After the completion of the reaction was confirmed, the reaction solution was poured into water and the pH was made 10 or more with a 25% sodium hydroxide solution and then the aqueous layer was washed with et...